From a dataset of the Open Reaction Database (ORD), a public repository of structured organic reaction records. describe an organic reaction: reactants, conditions, products, and yield Starting materials: 5-L, B(Br)(Br)Br (boron tribromide), [OH-].[Na+] (sodium hydroxide), COC1=C(C=CC(=O)O)C=C(C=C1)OC (2,5-dimethoxycinnamic acid), ClC(C)Cl (dichloroethane). Run at temperature 82 celsius. Product: C(C1=CC=CC=C1)OC=1C=C2C=CC(OC2=CC1)=O (6-Benzyloxy-chromen-2-one). Yield: 127.0%. As a reaction SMILES: [OH-].[Na+].CO[C:5]1[CH:15]=[CH:14][C:13]([O:16][CH3:17])=[CH:12][C:6]=1[CH:7]=[CH:8][C:9]([OH:11])=[O:10].Cl[CH:19](Cl)[CH3:20].B(Br)(Br)Br>>[CH2:17]([O:16][C:13]1[CH:12]=[C:6]2[C:5](=[CH:15][CH:14]=1)[O:11][C:9](=[O:10])[CH:8]=[CH:7]2)[C:20]1[CH:19]=[CH:7][CH:6]=[CH:5][CH:15]=1 |f:0.1|. Reported procedure: Equip a 5-L, three-neck, round-bottom flask with a large blade mechanical stirrer, thermocouple, an addition funnel, Claisen adapter, reflux condenser, and a sodium hydroxide scrubber. Charge the flask with 2,5-dimethoxycinnamic acid (182.3 g, 865 mmol, 1.0 equiv) and dichloroethane (2.5 L). Add boron tribromide (163.5 mL, 433.2 g, 1.73 mol, 2.0 equiv.) dropwise over 1 h, keeping the temperature below 35° C. Gas evolution can be monitored as the temperature of the reaction is gradually increased...